This data is from the Open Reaction Database (ORD), a public repository of structured organic reaction records. The task is: describe an organic reaction: reactants, conditions, products, and yield Starting materials: CC=1C=C(C=O)C=CC1 (3-methylbenzaldehyde), C1(CC1)N (cyclopropylamine). Product: C1(CC1)NCC1=CC(=CC=C1)C (Cyclopropyl-(3-methylbenzyl)amine). RXN SMILES: [CH3:1][C:2]1[CH:3]=[C:4]([CH:7]=[CH:8][CH:9]=1)[CH:5]=O.[CH:10]1([NH2:13])[CH2:12][CH2:11]1>>[CH:10]1([NH:13][CH2:5][C:4]2[CH:7]=[CH:8][CH:9]=[C:2]([CH3:1])[CH:3]=2)[CH2:12][CH2:11]1. Procedure: Synthesized according to typical procedure J from 3-methylbenzaldehyde and cyclopropylamine. The reactants are CC1(OC2=C(C(O1)=O)C=CC(=C2)OC2=C(C=C(C=O)C=C2)F)C (4-(2,2-Dimethyl-4-oxo-4H-benzo[1,3]dioxin-7-yloxy)-3-fluoro-benzaldehyde), [OH-].[K+] (potassium hydroxide), C1(CC1)CCN (2-cyclopropyl-ethylamine), C(C)(=O)O[BH-](OC(C)=O)OC(C)=O.[Na+] (sodium triacetoxyborohydride). The solvent is ClCCCl (1,2-dichloroethane). Run at time 1 hour. Yields the product C1(CC1)CCNCC1=CC(=C(OC2=CC3=C(C(OC(O3)(C)C)=O)C=C2)C=C1)F (7-{4-[(2-Cyclopropyl-ethylamino)-methyl]-2-fluoro-phenoxy}-2,2-dimethyl-benzo[1,3]dioxin-4-one). Reaction SMILES: [CH3:1][C:2]1([CH3:23])[O:7][C:6](=[O:8])[C:5]2[CH:9]=[CH:10][C:11]([O:13][C:14]3[CH:21]=[CH:20][C:17]([CH:18]=O)=[CH:16][C:15]=3[F:22])=[CH:12][C:4]=2[O:3]1.[CH:24]1([CH2:27][CH2:28][NH2:29])[CH2:26][CH2:25]1.C(O[BH-](OC(=O)C)OC(=O)C)(=O)C.[Na+].[OH-].[K+]>ClCCCl>[CH:24]1([CH2:27][CH2:28][NH:29][CH2:18][C:17]2[CH:20]=[CH:21][C:14]([O:13][C:11]3[CH:10]=[CH:9][C:5]4[C:6](=[O:8])[O:7][C:2]([CH3:1])([CH3:23])[O:3][C:4]=4[CH:12]=3)=[C:15]([F:22])[CH:16]=2)[CH2:26][CH2:25]1 |f:2.3,4.5|. Procedure: 4-(2,2-Dimethyl-4-oxo-4H-benzo[1,3]dioxin-7-yloxy)-3-fluoro-benzaldehyde (I-1b-1: 24.8 g) and 2-cyclopropyl-ethylamine (6.2 g) were combined in 1,2-dichloroethane (1.0 L). After stirring at ambient temperature for 1 hour, sodium triacetoxyborohydride (83 g) was added to the solution. After stirring overnight, the reaction mixture was treated with an aqueous 2 N potassium hydroxide solution, the organic phase was separated, dried over magnesium sulfate, filtered, and evaporated to provide the tit... As a reaction SMILES: [CH2:39]1[CH2:40][O:41][CH2:42][CH2:43][NH:44]1.[NH2:1][c:2]1[n:3][c:4]2[cH:5][cH:6][cH:7][cH:8][c:9]2[c:10]2[c:11]1[n:12][c:13]([CH2:35][CH2:36][CH2:37][CH3:38])[n:14]2[CH2:15][CH2:16][CH2:17][N:18]([CH2:19][CH2:20][CH2:21][Cl:22])[CH2:23][c:24]1[cH:25][c:26]([CH2:30][C:31](=[O:32])[O:33][CH3:34])[cH:27][cH:28][cH:29]1>>[NH2:1][c:2]1[n:3][c:4]2[cH:5][cH:6][cH:7][cH:8][c:9]2[c:10]2[c:11]1[n:12][c:13]([CH2:35][CH2:36][CH2:37][CH3:38])[n:14]2[CH2:15][CH2:16][CH2:17][N:18]([CH2:19][CH2:20][CH2:21][N:44]1[CH2:39][CH2:40][O:41][CH2:42][CH2:43]1)[CH2:23][c:24]1[cH:25][c:26]([CH2:30][C:31](=[O:32])[O:33][CH3:34])[cH:27][cH:28][cH:29]1. Reactants: C1COCCN1, CCCCc1nc2c(N)nc3ccccc3c2n1CCCN(CCCCl)Cc1cccc(CC(=O)OC)c1. Yields the product CCCCc1nc2c(N)nc3ccccc3c2n1CCCN(CCCN1CCOCC1)Cc1cccc(CC(=O)OC)c1. Reactants: CN1C2C(N(CC2CC1)C(=O)OCC)C (ethyl 2,8-dimethyl-2,7-diazabicyclo[3.3.0]octane-7-carboxylate). Run in Cl (hydrochloric acid). Yields the product CN1C2C(NCC2CC1)C (2,8-Dimethyl-2,7-diazabicyclo[3.3.0]octane). Reaction SMILES: [CH3:1][N:2]1[CH2:9][CH2:8][CH:7]2[CH:3]1[CH:4]([CH3:15])[N:5](C(OCC)=O)[CH2:6]2>Cl>[CH3:1][N:2]1[CH2:9][CH2:8][CH:7]2[CH:3]1[CH:4]([CH3:15])[NH:5][CH2:6]2. Procedure: 16.9 g (79.6 mol) of ethyl 2,8-dimethyl-2,7-diazabicyclo[3.3.0]octane-7-carboxylate are heated under reflux overnight with 130 ml of concentrated hydrochloric acid. The mixture is concentrated, the residue is taken up in 50 ml of water, and the mixture is rendered alkaline with potassium carbonate and extracted five times using 50 ml of chloroform each time. The extracts are dried over potassium carbonate and concentrated, and the residue is distilled.